Dataset: the Open Reaction Database (ORD), a public repository of structured organic reaction records. Task: describe an organic reaction: reactants, conditions, products, and yield Reactants: C(C1=CC=CC=C1)Br (benzyl bromide), C(CCCC)OC1CCC(N1)=O (5-(n-pentyloxy)-pyrrolidin-2-one), n-tetrabutylammonium bromide, [OH-].[K+] (potassium hydroxide). Run in O1CCCC1 (tetrahydrofuran), O1CCCC1 (tetrahydrofuran). Run at time 1 hour. Product: C(C1=CC=CC=C1)N1C(CCC1OCCCCC)=O (1-benzyl-2-oxo-5-n-pentyloxy pyrrolidine). Yield: 73.8%. As a reaction SMILES: [CH2:1]([O:6][CH:7]1[NH:11][C:10](=[O:12])[CH2:9][CH2:8]1)[CH2:2][CH2:3][CH2:4][CH3:5].[OH-].[K+].[CH2:15](Br)[C:16]1[CH:21]=[CH:20][CH:19]=[CH:18][CH:17]=1>O1CCCC1>[CH2:15]([N:11]1[CH:7]([O:6][CH2:1][CH2:2][CH2:3][CH2:4][CH3:5])[CH2:8][CH2:9][C:10]1=[O:12])[C:16]1[CH:21]=[CH:20][CH:19]=[CH:18][CH:17]=1 |f:1.2|. Procedure details: To a mixture of 4 g of 5-(n-pentyloxy)-pyrrolidin-2-one, 0.4 g of n-tetrabutylammonium bromide and 1.96 g of potassium hydroxide hydrated to 85% in 60 cm3 of tetrahydrofuran, there is added, without exceeding 30° C. a solution of 3.99 g of benzyl bromide in 20 cm3 of tetrahydrofuran. After agitating for 1 hour at ambient temperature, filtering, evaporating to dryness and chromatographing the residue on silica (eluent: ethyl acetate--n-hexane, 1--1), 4.5 g of the expected product is obtained. The reactants are Cl (hydrochloric acid), amide, N1(CCNCC1)C1=CC=CC=2C=C(C(OC21)=O)NC(C)=O (N-(8-(1-piperazinyl)-2-oxo-2H-1-benzopyran-3-yl-)acetamide). Product: trihydrochloric acid, NC=1C(OC2=C(C1)C=CC=C2N2CCNCC2)=O (3-amino-8-(1-piperazinyl)-2H-1-benzopyran-2-one). Reaction SMILES: [N:1]1([C:7]2[C:16]3[O:15][C:14](=[O:17])[C:13]([NH:18]C(=O)C)=[CH:12][C:11]=3[CH:10]=[CH:9][CH:8]=2)[CH2:6][CH2:5][NH:4][CH2:3][CH2:2]1.Cl>>[NH2:18][C:13]1[C:14](=[O:17])[O:15][C:16]2[C:7]([N:1]3[CH2:6][CH2:5][NH:4][CH2:3][CH2:2]3)=[CH:8][CH:9]=[CH:10][C:11]=2[CH:12]=1. Procedure details: Step 5 was the hydrolysis of the amide function of N-(8-(1-piperazinyl)-2-oxo-2H-1-benzopyran-3-yl-)acetamide (5*) using hydrochloric acid. This resulted in the trihydrochloric acid salt of 3-amino-8-(1-piperazinyl)-2H-1-benzopyran-2-one (6*). The reactants are C(C1=CC=CC=C1)OC[C@H](CCOCC1=CC=CC=C1)O ((S)-1,4-dibenzyloxy-2-hydroxybutane), C1(=CC=CC=C1)P(C1=CC=CC=C1)C1=CC=CC=C1 (triphenylphosphine), ON1C(C=2C(C1=O)=CC=CC2)=O (N-hydroxyphthalimide). The solvent is O1CCCC1 (tetrahydrofuran). Conditions: time 48 hour. The product is C(C1=CC=CC=C1)OC[C@@H](CCOCC1=CC=CC=C1)ON1C(C=2C(C1=O)=CC=CC2)=O ((R)-N-(1,4-dibenzyloxybut-2-oxy)phthalimide). Yield: 60.9%. Reaction SMILES: [CH2:1]([O:8][CH2:9][C@@H:10]([OH:21])[CH2:11][CH2:12][O:13][CH2:14][C:15]1[CH:20]=[CH:19][CH:18]=[CH:17][CH:16]=1)[C:2]1[CH:7]=[CH:6][CH:5]=[CH:4][CH:3]=1.C1(P(C2C=CC=CC=2)C2C=CC=CC=2)C=CC=CC=1.O[N:42]1[C:46](=[O:47])[C:45]2=[CH:48][CH:49]=[CH:50][CH:51]=[C:44]2[C:43]1=[O:52]>O1CCCC1>[CH2:1]([O:8][CH2:9][C@H:10]([O:21][N:42]1[C:43](=[O:52])[C:44]2=[CH:51][CH:50]=[CH:49][CH:48]=[C:45]2[C:46]1=[O:47])[CH2:11][CH2:12][O:13][CH2:14][C:15]1[CH:20]=[CH:19][CH:18]=[CH:17][CH:16]=1)[C:2]1[CH:7]=[CH:6][CH:5]=[CH:4][CH:3]=1. Procedure: To a solution of (S)-1,4-dibenzyloxy-2-hydroxybutane (5 g, 17.5 mmol) in dry tetrahydrofuran (100 ml) was added triphenylphosphine (5.1 g, 19.2 mmol) and N-hydroxyphthalimide (3.1 g, 19.2 mmol). The solution was treated dropwise with diethyl azadicarboxylate (3 ml, 19.2 mmol). A red colouration appeared, gradually fading and the solution became warm. The solution was stirred at room temperature for 48 hours and the solvent removed under vacuum. The residue was dissolved in ethylacetatehexane 1:1... Starting materials: O=C(CBr)c1ccccc1, Cc1cc(-c2ncn3c2c(=O)n(CC(=O)c2ccccc2)c2ccccc23)on1, CC(C)=CCn1c(=O)c2c(-c3cc(C)no3)ncn2c2ccccc21, CC(C)=CCBr. The product is Cc1cc(-c2ncn3c2c(=O)n(C)c2ccccc23)on1. Reaction SMILES: [Br:30][CH2:31][C:32]([c:33]1[cH:34][cH:35][cH:36][cH:37][cH:38]1)=[O:39].[CH3:1][c:2]1[n:3][o:4][c:5](-[c:7]2[n:8][cH:9][n:10]3[c:11]2[c:12](=[O:29])[n:13]([CH2:20][C:21]([c:22]2[cH:23][cH:24][cH:25][cH:26][cH:27]2)=[O:28])[c:14]2[cH:15][cH:16][cH:17][cH:18][c:19]32)[cH:6]1.[CH3:40][C:41]([CH3:42])=[CH:43][CH2:44][n:45]1[c:46]2[c:47]([cH:48][cH:49][cH:50][cH:51]2)[n:52]2[cH:53][n:54][c:55](-[c:56]3[o:57][n:58][c:59]([CH3:60])[cH:61]3)[c:62]2[c:63]1=[O:64].[CH3:65][C:66]([CH3:67])=[CH:68][CH2:69][Br:70]>>[CH3:1][c:2]1[n:3][o:4][c:5](-[c:7]2[n:8][cH:9][n:10]3[c:11]2[c:12](=[O:29])[n:13]([CH3:20])[c:14]2[cH:15][cH:16][cH:17][cH:18][c:19]32)[cH:6]1. The reactants are C([O-])([O-])=O.[K+].[K+] (potassium carbonate), C(C#C)Cl (propargyl chloride), C1(=CC=CC=C1O)C (o-cresol). The solvent is C(C)#N (acetonitrile). Yields the product CC1=C(C=CC=C1)OCC#C (1-methyl-2-(prop-2-ynyloxy)benzene). Reaction SMILES: C(=O)([O-])[O-].[K+].[K+].[CH2:7](Cl)[C:8]#[CH:9].[C:11]1([CH3:18])[C:16]([OH:17])=[CH:15][CH:14]=[CH:13][CH:12]=1>C(#N)C>[CH3:18][C:11]1[CH:12]=[CH:13][CH:14]=[CH:15][C:16]=1[O:17][CH2:9][C:8]#[CH:7] |f:0.1.2|. Procedure: 245 g of potassium carbonate and 75 ml of propargyl chloride are added to a solutions of 96 g of o-cresol in 1500 ml of acetonitrile. The mixture is now heated for 14 hours at 65°, cooled to room temperature, and filtered with suction, and the filtrate is evaporated. The residue is taken up in 150 ml of ethyl acetate, the mixture is filtered with suction and the filtrate is evaporated. This gives 134 g of the total compound as a pale brown oil. Reactants: COC(C)(C)C, CO, Fc1ccccc1-n1nc(OC2CCNCC2)c2ccccc21, N#N, O=P(O)(O)O. The product is Fc1ccccc1-n1nc(OC2CCNCC2)c2ccccc21, O=P(O)(O)O. As a reaction SMILES: [C:31]([O:32][CH3:33])([CH3:34])([CH3:35])[CH3:36].[CH3:37][OH:38].[F:6][c:7]1[c:8](-[n:13]2[n:14][c:15]([O:22][CH:23]3[CH2:24][CH2:25][NH:26][CH2:27][CH2:28]3)[c:16]3[cH:17][cH:18][cH:19][cH:20][c:21]23)[cH:9][cH:10][cH:11][cH:12]1.[N:29]#[N:30].[P:1]([OH:2])([OH:3])([OH:4])=[O:5]>>[F:6][c:7]1[c:8](-[n:13]2[n:14][c:15]([O:22][CH:23]3[CH2:24][CH2:25][NH:26][CH2:27][CH2:28]3)[c:16]3[cH:17][cH:18][cH:19][cH:20][c:21]23)[cH:9][cH:10][cH:11][cH:12]1.[P:1](=[O:2])([OH:3])([OH:4])[OH:5]. Starting materials: FC(C1=CC=C(C=C2C3=C(CCC4=C2C=CC=C4)C=CC=C3)C=C1)(F)F (5-(4-trifluoromethyl-benzylidene)-10,11-dihydro-5H-dibenzo[a,d]cycloheptene), C(C)(=O)OCC (ethyl acetate), [H][H] (hydrogen). The reagents and catalysts are [Pd] (Pd/C). Solvent: C(C)O (ethanol). Run at time 17 hour. The product is FC(C1=CC=C(CC2C3=C(CCC4=C2C=CC=C4)C=CC=C3)C=C1)(F)F (5-(4-Trifluoromethyl-benzyl)-10,11-dihydro-5H-dibenzo[a,d]cycloheptene). As a reaction SMILES: [F:1][C:2]([F:26])([F:25])[C:3]1[CH:24]=[CH:23][C:6]([CH:7]=[C:8]2[C:14]3[CH:15]=[CH:16][CH:17]=[CH:18][C:13]=3[CH2:12][CH2:11][C:10]3[CH:19]=[CH:20][CH:21]=[CH:22][C:9]2=3)=[CH:5][CH:4]=1.C(OCC)(=O)C.[H][H]>C(O)C.[Pd]>[F:1][C:2]([F:25])([F:26])[C:3]1[CH:4]=[CH:5][C:6]([CH2:7][CH:8]2[C:9]3[CH:22]=[CH:21][CH:20]=[CH:19][C:10]=3[CH2:11][CH2:12][C:13]3[CH:18]=[CH:17][CH:16]=[CH:15][C:14]2=3)=[CH:23][CH:24]=1. Procedure: Add the 5-(4-trifluoromethyl-benzylidene)-10,11-dihydro-5H-dibenzo[a,d]cycloheptene (0.14 g, 0.45 mmol), to a mixture of 10% Pd/C (0.05 g) suspended in absolute ethanol (4.0 mL) and ethyl acetate (4.0 mL) and hydrogenate under a balloon of hydrogen at room temperature and pressure. Stir for 17 h, remove the catalyst via filtration through a pad of Celite. Evaporate the filtrate and pass through a plug of silica gel equilibrated with hexanes. Concentrate the filtrate to gives the title product. M...